describe an organic reaction: reactants, conditions, products, and yield From a dataset of the Open Reaction Database (ORD), a public repository of structured organic reaction records. Reaction SMILES: [CH2:1]([CH2:8][C:9](=[O:11])[CH3:10])[C:2]1[CH:7]=[CH:6][CH:5]=[CH:4][CH:3]=1.[BH4-].[Na+].O.CCOCC>C(O)C>[C:2]1([CH2:1][CH2:8][CH:9]([OH:11])[CH3:10])[CH:7]=[CH:6][CH:5]=[CH:4][CH:3]=1 |f:1.2|. Reported procedure: Benzylacetone (7.5 mL, 50 mmol) was dissolved in ethanol (50 mL) and cooled to 0° C. Sodium borohydride (1.89 g, 50 mmol, 1 equiv.) was added. The mixture was stirred and allowed to warm to room temperature overnight. All of the starting material was gone by tlc analysis, so the mixture was poured into water (50 mL) and ether (50 mL). The layers were separated and the aqueous layer was extracted with ether (2×25 mL). The organic layers were combined and concentrated. The resulting aqueous residu... Starting materials: C(C1=CC=CC=C1)CC(C)=O (Benzylacetone), O (water), CCOCC (ether), [BH4-].[Na+] (Sodium borohydride). Run in C(C)O (ethanol). Yields the product C1(=CC=CC=C1)CCC(C)O (4-Phenyl-2-butanol). Yield: 91.3%. Reaction conditions: temperature 0 celsius. Starting materials: CC1=CC=C(C=C1)CCOC1=CC=C(C=C1)NC(=O)Cl (4-[2-(4-methylphenyl)ethoxy]phenylcarbamyl chloride). The solvent is C1(=CC=CC=C1)C (toluene). Product: CC1=CC=C(C=C1)CCOC1=CC=C(C=C1)N=C=O (4-[2-(4-methylphenyl)ethoxy]phenyl isocyanate). The yield is 94.8%. RXN SMILES: [CH3:1][C:2]1[CH:7]=[CH:6][C:5]([CH2:8][CH2:9][O:10][C:11]2[CH:16]=[CH:15][C:14]([NH:17][C:18](Cl)=[O:19])=[CH:13][CH:12]=2)=[CH:4][CH:3]=1>C1(C)C=CC=CC=1>[CH3:1][C:2]1[CH:3]=[CH:4][C:5]([CH2:8][CH2:9][O:10][C:11]2[CH:16]=[CH:15][C:14]([N:17]=[C:18]=[O:19])=[CH:13][CH:12]=2)=[CH:6][CH:7]=1. Procedure: A solution of 4-[2-(4-methylphenyl)ethoxy]phenylcarbamyl chloride (IV) (14.4 g, 0.05 mole) in toluene (80 ml) was heated at 60° C. for 1 hour and distilled under reduced pressure to obtain 12 g of 4-[2-(4-methylphenyl)ethoxy]phenyl isocyanate (III) as white crystals (yield, 94.9%). B.P., 170°-181° C./0.9 mmHg. Reactants: C(C)(C)(C)NC(=S)N[C@H](CC=1N=CSC1)CO (N-(tert-butyl)-N′-[(1R)-1-hydroxymethyl-2-(4-thiazolyl)ethyl]thiourea), Cl (hydrochloric acid). Product: Cl.Cl.S1C=NC(=C1)C[C@H]1N=C(SC1)N ((+)-(4R)-4-(4-thiazolylmethyl)-4,5-dihydro-2-thiazolylamine dihydrochloride). RXN SMILES: C([NH:5][C:6]([NH:8][C@@H:9]([CH2:16]O)[CH2:10][C:11]1[N:12]=[CH:13][S:14][CH:15]=1)=[S:7])(C)(C)C.[ClH:18]>>[ClH:18].[ClH:18].[S:14]1[CH:15]=[C:11]([CH2:10][C@@H:9]2[CH2:16][S:7][C:6]([NH2:5])=[N:8]2)[N:12]=[CH:13]1 |f:2.3.4|. Reported procedure: A solution of 1.75 g of N-(tert-butyl)-N′-[(1R)-1-hydroxymethyl-2-(4-thiazolyl)ethyl]thiourea in 20 cm3 of 6N hydrochloric acid is heated at a temperature in the region of 110° C. for 20 hours. The reaction medium is concentrated under reduced pressure (1 kPa) at a temperature in the region of 60° C., taken up in 5 cm3 of ethanol and then concentrated under the same conditions as above. The residue is taken up in 5 cm3 of ethanol and the product is then filtered off and dried in a desiccator und... Starting materials: NC=1N=CC2=C(N1)CCN(C2)C=2C(N(C=CC2C)C2=CC=C(C=C2)N)=O (3-(2-amino-7,8-dihydropyrido[4,3-d]pyrimidin-6(5H)-yl)-1-(4-aminophenyl)-4-methylpyridin-2(1H)-one), CN1N=C(C=C1C(=O)Cl)C (1,3-dimethyl-1H-pyrazole-5-carbonyl chloride). Run in C1CCOC1 (THF), CCN(CC)CC (NEt3). Reaction conditions: temperature 40 celsius, time 5 hour. Yields the product NC=1N=CC2=C(N1)CCN(C2)C=2C(N(C=CC2C)C2=CC=C(C=C2)NC(=O)C2=CC(=NN2C)C)=O (N-{4-[3-(2-amino-7,8-dihydropyrido[4,3-d]pyrimidin-6(5H)-yl)-4-methyl-2-oxopyridin-1(2H)-yl]phenyl}-1,3-dimethyl-1H-pyrazole-5-carboxamide). RXN SMILES: [NH2:1][C:2]1[N:3]=[CH:4][C:5]2[CH2:11][N:10]([C:12]3[C:13](=[O:26])[N:14]([C:19]4[CH:24]=[CH:23][C:22]([NH2:25])=[CH:21][CH:20]=4)[CH:15]=[CH:16][C:17]=3[CH3:18])[CH2:9][CH2:8][C:6]=2[N:7]=1.[CH3:27][N:28]1[C:32]([C:33](Cl)=[O:34])=[CH:31][C:30]([CH3:36])=[N:29]1>C1COCC1.CCN(CC)CC>[NH2:1][C:2]1[N:3]=[CH:4][C:5]2[CH2:11][N:10]([C:12]3[C:13](=[O:26])[N:14]([C:19]4[CH:20]=[CH:21][C:22]([NH:25][C:33]([C:32]5[N:28]([CH3:27])[N:29]=[C:30]([CH3:36])[CH:31]=5)=[O:34])=[CH:23][CH:24]=4)[CH:15]=[CH:16][C:17]=3[CH3:18])[CH2:9][CH2:8][C:6]=2[N:7]=1. Procedure: A solution of 3-(2-amino-7,8-dihydropyrido[4,3-d]pyrimidin-6(5H)-yl)-1-(4-aminophenyl)-4-methylpyridin-2(1H)-one (26 mg, 0.078 mmol) in THF (3 mL) and NEt3 (3 mL) was treated with 1,3-dimethyl-1H-pyrazole-5-carbonyl chloride (16 mg, 0.105 mmol). The reaction was heated to 40° C. and allowed to stir for 5 h. The reaction was cooled and then extracted with EtOAc (3×˜10 mL) and water (˜10 mL). The combined organic layers were then washed with ˜20 mL of NaHCO3(aq). The organic layers were then dried... Starting materials: O (Water), [H-].[Na+] (sodium hydride), ClC1=C(C=CC=C1)C1C=2C(NC(=C1C#N)C=O)=NNC2 (4-(2-chlorophenyl)-5-cyano-6-formyl-4,7-dihydro-2H-pyrazolo[3,4-b]pyridine), C(C)OP(=O)(OCC)CC(=O)OCC (ethyl diethylphosphonoacetate). Run in C(OC)COC (dimethoxyethane). Run at time 15 minute. The product is ClC1=C(C=CC=C1)C1C=2C(NC(=C1C#N)\C=C\C(=O)OCC)=NNC2 (4-(2-Chlorophenyl)-5-cyano-4,7-dihydro-6-(trans-2-ethoxycarbonylethenyl)-2H-pyrazolo[3,4-b]pyridine). Isolated yield 67.1%. As a reaction SMILES: [H-].[Na+].C(OP([CH2:11][C:12]([O:14][CH2:15][CH3:16])=[O:13])(OCC)=O)C.[Cl:17][C:18]1[CH:23]=[CH:22][CH:21]=[CH:20][C:19]=1[CH:24]1[C:29]([C:30]#[N:31])=[C:28]([CH:32]=O)[NH:27][C:26]2=[N:34][NH:35][CH:36]=[C:25]12.O>C(COC)OC>[Cl:17][C:18]1[CH:23]=[CH:22][CH:21]=[CH:20][C:19]=1[CH:24]1[C:29]([C:30]#[N:31])=[C:28](/[CH:32]=[CH:11]/[C:12]([O:14][CH2:15][CH3:16])=[O:13])[NH:27][C:26]2=[N:34][NH:35][CH:36]=[C:25]12 |f:0.1|. Procedure details: To a suspension of sodium hydride (94 mg) in dimethoxyethane (10 ml) was added ethyl diethylphosphonoacetate (528 mg) and the mixture was stirred at room temperature for 15 minutes. Under ice-cooling, 4-(2-chlorophenyl)-5-cyano-6-formyl-4,7-dihydro-2H-pyrazolo[3,4-b]pyridine (670 mg) was added to the mixture, and the mixture was stirred at the same temperature for 1 hour. Water was added to the reaction mixture and the mixture was extracted with ethyl acetate. The extract was washed with a satur... Reactants: CC(=O)[O-], CC(C)=O, CS(=O)(=O)Nc1ccc(CCOc2ccc(C=O)cc2)cc1, [Na+], O, O=C1CSC(=O)N1. Product: CS(=O)(=O)Nc1ccc(CCOc2ccc(C=C3SC(=O)NC3=O)cc2)cc1. As a reaction SMILES: [CH3:31][C:32](=[O:33])[O-:34].[CH3:35][C:36]([CH3:37])=[O:38].[CH:1](=[O:2])[c:3]1[cH:4][cH:5][c:6]([O:7][CH2:8][CH2:9][c:10]2[cH:11][cH:12][c:13]([NH:16][S:17](=[O:18])(=[O:19])[CH3:20])[cH:14][cH:15]2)[cH:21][cH:22]1.[Na+:30].[OH2:39].[S:23]1[C:24](=[O:29])[NH:25][C:26](=[O:28])[CH2:27]1>>[CH:1]([c:3]1[cH:4][cH:5][c:6]([O:7][CH2:8][CH2:9][c:10]2[cH:11][cH:12][c:13]([NH:16][S:17](=[O:18])(=[O:19])[CH3:20])[cH:14][cH:15]2)[cH:21][cH:22]1)=[C:27]1[S:23][C:24](=[O:29])[NH:25][C:26]1=[O:28].